From a dataset of the Open Reaction Database (ORD), a public repository of structured organic reaction records. describe an organic reaction: reactants, conditions, products, and yield Starting materials: ClC1=C(C2=C(C(=N1)N(CC1=CC=CC=C1)CC1=CC=CC=C1)N=C(N2C(C)(C)C)C)C (6-Chloro-2,7-dimethyl-1-(1,1-dimethylethyl)-N4,N4 -bis(phenylmethyl)-1H-imidazo[4,5-c]pyridin-4-amine), P(=O)(Cl)(Cl)Cl (phosphorous oxychloride). Solvent: C1(=CC=CC=C1)C (toluene). The product is ClC1=C(C2=C(C(=N1)N(CC1=CC=CC=C1)CC1=CC=CC=C1)N=C(N2)C)C (6-Chloro-2,7-dimethyl-N4,N4 -bis(phenylmethyl)-1H-imidazo[4,5-c]pyridin-4-amine). RXN SMILES: [Cl:1][C:2]1[N:7]=[C:6]([N:8]([CH2:16][C:17]2[CH:22]=[CH:21][CH:20]=[CH:19][CH:18]=2)[CH2:9][C:10]2[CH:15]=[CH:14][CH:13]=[CH:12][CH:11]=2)[C:5]2[N:23]=[C:24]([CH3:30])[N:25](C(C)(C)C)[C:4]=2[C:3]=1[CH3:31].P(Cl)(Cl)(Cl)=O>C1(C)C=CC=CC=1>[Cl:1][C:2]1[N:7]=[C:6]([N:8]([CH2:16][C:17]2[CH:18]=[CH:19][CH:20]=[CH:21][CH:22]=2)[CH2:9][C:10]2[CH:15]=[CH:14][CH:13]=[CH:12][CH:11]=2)[C:5]2[N:23]=[C:24]([CH3:30])[NH:25][C:4]=2[C:3]=1[CH3:31]. Procedure details: The material from Example 32 was diluted with toluene then combined with phosphorous oxychloride and heated at reflux overnight. The reaction mixture was concentrated under vacuum. The residue was diluted with water, basified with ammonium hydroxide then extracted several times with methylene chloride. The methylene chloride extracts were combined, dried over magnesium sulfate then concentrated under vacuum. The residue was purified by silica gel column chromatography eluting with 10-40% ethyl a... Starting materials: CN1C2=C(C(C=3C=CC=NC13)=O)C=C(C=C2)C#N (10-methyl-5-oxo-5H,10H-benzo[b][1,8]naphthyridine-7-carbonitrile), [Cl-].[NH4+] (ammonium chloride), [N-]=[N+]=[N-].[Na+] (sodium azide). Run in CN(C=O)C (dimethylformamide). Conditions: time 20 hour. The product is CN1C2=C(C(C=3C=CC=NC13)=O)C=C(C=C2)C2=NN=NN2 (10-methyl-7-(5-1H-tetrazolyl)-5-oxo-5H,10H-benzo[b][1,8]naphthyridine). The yield is 72.7%. Reaction SMILES: [CH3:1][N:2]1[C:11]2[N:10]=[CH:9][CH:8]=[CH:7][C:6]=2[C:5](=[O:12])[C:4]2[CH:13]=[C:14]([C:17]#[N:18])[CH:15]=[CH:16][C:3]1=2.[Cl-].[NH4+].[N-:21]=[N+:22]=[N-:23].[Na+]>CN(C)C=O>[CH3:1][N:2]1[C:11]2[N:10]=[CH:9][CH:8]=[CH:7][C:6]=2[C:5](=[O:12])[C:4]2[CH:13]=[C:14]([C:17]3[NH:23][N:22]=[N:21][N:18]=3)[CH:15]=[CH:16][C:3]1=2 |f:1.2,3.4|. Procedure details: A mixture of 5 g of 10-methyl-5-oxo-5H,10H-benzo[b][1,8]naphthyridine-7-carbonitrile, 50 ml of dimethylformamide, 1.45 g of ammonium chloride and 1.8 g of sodium azide is heated with stirring at 110° C to 120° C for 20 hours. After cooling, crystals are filtered off and added to a dilute hydrochloric acid, and the mixture is stirred. The crystals are filtered off, washed with water and recrystallized from dimethylformamide to give 4.3 g of 10-methyl-7-(5-1H-tetrazolyl)-5-oxo-5H,10H-benzo[b][1,8]... Starting materials: OC1=CC=C(C=C1)C(C#CC)C1C(OC(OC1=O)(C)C)=O (5-[1-(4-hydroxyphenyl)-but-2-ynyl]-2,2-dimethyl-[1,3]dioxan e-4,6-dione), O (water), [Cl-].[Na+] (sodium chloride). Run in CCC(CC)=O (3-pentanone). Run at temperature 100 celsius, time 2 day. Yields the product OC1=CC=C(C=C1)C(CC(=O)O)C#CC (3-(4-hydroxyphenyl)-hex-4-ynoic acid). Yield: 88.1%. As a reaction SMILES: [OH:1][C:2]1[CH:7]=[CH:6][C:5]([CH:8]([CH:12]2C(=O)OC(C)(C)[O:14][C:13]2=[O:21])[C:9]#[C:10][CH3:11])=[CH:4][CH:3]=1.O.[Cl-].[Na+]>CCC(=O)CC>[OH:1][C:2]1[CH:3]=[CH:4][C:5]([CH:8]([C:9]#[C:10][CH3:11])[CH2:12][C:13]([OH:21])=[O:14])=[CH:6][CH:7]=1 |f:2.3|. Procedure details: To a suspension of 5-[1-(4-hydroxyphenyl)-but-2-ynyl]-2,2-dimethyl-[1,3]dioxan e-4,6-dione (54.8 g) obtained in Substep 2 in 3-pentanone (200 mL) was added water (100 mL), followed by stirring the reaction mixture at 100° C. for 2 days. After cooling down to room temperature, the aqueous layer of the reaction mixture was saturated with sodium chloride, followed by extraction with 3-pentanone. The organic layer was dried and concentrated, followed by recrystallizing the residue from an ethyl acet... The reactants are CC(C)=O, COc1cc(Nc2n[nH]c(C(CCCCCl)c3cc(F)cc(F)c3)n2)ccc1-n1cnc(Cl)c1, [I-], [Na+]. Yields the product COc1cc(Nc2nc3n(n2)CCCCC3c2cc(F)cc(F)c2)ccc1-n1cnc(Cl)c1. RXN SMILES: [CH3:37][C:38](=[O:39])[CH3:40].[Cl:1][CH2:2][CH2:3][CH2:4][CH2:5][CH:6]([c:7]1[cH:8][c:9]([F:14])[cH:10][c:11]([F:13])[cH:12]1)[c:15]1[n:16][c:17]([NH:20][c:21]2[cH:22][c:23]([O:33][CH3:34])[c:24](-[n:27]3[cH:28][n:29][c:30]([Cl:32])[cH:31]3)[cH:25][cH:26]2)[n:18][nH:19]1.[I-:36].[Na+:35]>>[CH2:2]1[CH2:3][CH2:4][CH2:5][CH:6]([c:7]2[cH:8][c:9]([F:14])[cH:10][c:11]([F:13])[cH:12]2)[c:15]2[n:16][c:17]([NH:20][c:21]3[cH:22][c:23]([O:33][CH3:34])[c:24](-[n:27]4[cH:28][n:29][c:30]([Cl:32])[cH:31]4)[cH:25][cH:26]3)[n:18][n:19]21.